The task is: describe an organic reaction: reactants, conditions, products, and yield. This data is from the Open Reaction Database (ORD), a public repository of structured organic reaction records. Reactants: C(C)(C)(C)OC(=O)N1[C@@H](CCCC1)CNC(C(F)(F)F)=O ((S)-2-[(2,2,2-Trifluoro-ethanoylamino)-methyl]-piperidine-1-carboxylic acid tert butyl ester), C([O-])([O-])=O.[K+].[K+] (potassium carbonate). Solvent: CO (methanol). Conditions: time 16 hour. The product is C(C)(C)(C)OC(=O)N1C(CCCC1)CN (2-Aminomethyl-piperidine-1-carboxylic acid tert butyl ester). Yield: 70.2%. As a reaction SMILES: [C:1]([O:5][C:6]([N:8]1[CH2:13][CH2:12][CH2:11][CH2:10][C@H:9]1[CH2:14][NH:15]C(=O)C(F)(F)F)=[O:7])([CH3:4])([CH3:3])[CH3:2].C(=O)([O-])[O-].[K+].[K+]>CO>[C:1]([O:5][C:6]([N:8]1[CH2:13][CH2:12][CH2:11][CH2:10][CH:9]1[CH2:14][NH2:15])=[O:7])([CH3:4])([CH3:3])[CH3:2] |f:1.2.3|. Reported procedure: (S)-2-[(2,2,2-Trifluoro-ethanoylamino)-methyl]-piperidine-1-carboxylic acid tert butyl ester (18.2 g) was dissolved in methanol (500 ml) and treated with potassium carbonate (16.1 g). After stirring for 16 h solvent was removed at reduced pressure and the residue partitioned between dichloromethane/water. The organic phase was separated, washed with brine, dried and solvent removed at reduced pressure. the residue was column chromatographed (silica gel, 0-10% (9:1 methanol/ammonia) in dichlorome... The product is NC1=C(N=C(S1)C1=C(C=CC(=C1)F)F)C(=O)NC=1C=NN(C1N1CC[C@@H]([C@H](CC1)F)N)C1CC1 (5-amino-N-(5-((4S,5S)-4-amino-5-fluoroazepan-1-yl)-1-cyclopropyl-1H-pyrazol-4-yl)-2-(2,5-difluorophenyl)thiazole-4-carboxamide), monoformate. RXN SMILES: [NH2:1][C:2]1[CH:3]=[N:4][N:5]([CH:22]2[CH2:24][CH2:23]2)[C:6]=1[N:7]1[CH2:13][CH2:12][CH:11]([F:14])[CH:10]([NH:15]C(=O)C(F)(F)F)[CH2:9][CH2:8]1.C(OC([NH:32][C:33]1[S:37][C:36]([C:38]2[CH:43]=[C:42]([F:44])[CH:41]=[CH:40][C:39]=2[F:45])=[N:35][C:34]=1[C:46](O)=[O:47])=O)(C)(C)C>>[NH2:32][C:33]1[S:37][C:36]([C:38]2[CH:43]=[C:42]([F:44])[CH:41]=[CH:40][C:39]=2[F:45])=[N:35][C:34]=1[C:46]([NH:1][C:2]1[CH:3]=[N:4][N:5]([CH:22]2[CH2:23][CH2:24]2)[C:6]=1[N:7]1[CH2:13][CH2:12][C@H:11]([F:14])[C@@H:10]([NH2:15])[CH2:9][CH2:8]1)=[O:47]. Procedure: Following the procedure for Example 107 starting from N-(1-(4-amino-1-cyclopropyl-1H-pyrazol-5-yl)-5-fluoroazepan-4-yl)-2,2,2-trifluoroacetamide and 5-(tert-butoxycarbonyl-amino)-2-(2,5-difluorophenyl)thiazole-4-carboxylic acid gave 276 as the monoformate salt as an off-white solid (170 mg, 40% over two steps). 1H NMR (400 MHz, d4-MeOD) δ 8.54 (s, 1H), 8.06 (ddd, J=9.4, 5.8, 3.2 Hz, 1H), 7.39 (s, 1H), 7.28 (td, J=9.9, 4.4 Hz, 1H), 7.19-7.11 (m, 1H), 4.86 (dtd, J=49.0, 9.3, 3.6 Hz, 1H), 3.62-3.49... Starting materials: NC=1C=NN(C1N1CCC(C(CC1)F)NC(C(F)(F)F)=O)C1CC1 (N-(1-(4-amino-1-cyclopropyl-1H-pyrazol-5-yl)-5-fluoroazepan-4-yl)-2,2,2-trifluoroacetamide), C(C)(C)(C)OC(=O)NC1=C(N=C(S1)C1=C(C=CC(=C1)F)F)C(=O)O (5-(tert-butoxycarbonyl-amino)-2-(2,5-difluorophenyl)thiazole-4-carboxylic acid). Starting materials: BrC=1C=C(C=2C(=NN(C2C1)C(C)C)C)C(=O)NCC=1C(NC(=CC1C)C)=O (6-bromo-N-((1,2-dihydro-4,6-dimethyl-2-oxopyridin-3-yl)methyl)-1-isopropyl-3-methyl-1H-indazole-4-carboxamide), CC1=NC=C(C=C1)B1OC(C(O1)(C)C)(C)C (2-methyl-5-(4,4,5,5-tetramethyl-1,3,2-dioxaborolan-2-yl)pyridine). Yields the product CC1=C(C(NC(=C1)C)=O)CNC(=O)C=1C=2C(=NN(C2C=C(C1)C=1C=NC(=CC1)C)C(C)C)C (N-[(4,6-dimethyl-2-oxo-1,2-dihydro-3-pyridinyl)methyl]-3-methyl-1-(1-methylethyl)-6-(6-methyl-3-pyridinyl)-1H-indazole-4-carboxamide). RXN SMILES: Br[C:2]1[CH:3]=[C:4]([C:15]([NH:17][CH2:18][C:19]2[C:20](=[O:27])[NH:21][C:22]([CH3:26])=[CH:23][C:24]=2[CH3:25])=[O:16])[C:5]2[C:6]([CH3:14])=[N:7][N:8]([CH:11]([CH3:13])[CH3:12])[C:9]=2[CH:10]=1.[CH3:28][C:29]1[CH:34]=[CH:33][C:32](B2OC(C)(C)C(C)(C)O2)=[CH:31][N:30]=1>>[CH3:25][C:24]1[CH:23]=[C:22]([CH3:26])[NH:21][C:20](=[O:27])[C:19]=1[CH2:18][NH:17][C:15]([C:4]1[C:5]2[C:6]([CH3:14])=[N:7][N:8]([CH:11]([CH3:13])[CH3:12])[C:9]=2[CH:10]=[C:2]([C:32]2[CH:31]=[N:30][C:29]([CH3:28])=[CH:34][CH:33]=2)[CH:3]=1)=[O:16]. Reported procedure: The title compound was prepared in the same manner as described for example 76 from 6-bromo-N-((1,2-dihydro-4,6-dimethyl-2-oxopyridin-3-yl)methyl)-1-isopropyl-3-methyl-1H-indazole-4-carboxamide (300 mg, 0.696 mmol) and 2-methyl-5-(4,4,5,5-tetramethyl-1,3,2-dioxaborolan-2-yl)pyridine (183 mg, 0.835 mmol). The title compound was collected as 75 mg (24%); H NMR (DMSO-d6, 400 MHz): δ 1.45 (d, J=6.4 Hz, 3H), 2.11 (s, 3H), 2.24 (s, 3H), 2.49 (s, 3H), 2.51 (s, 3H), 4.36-4.38 (m, 2H), 5.03-5.09 (m, 1H),... Reactants: Cc1ccc2c(N3CCC(CN(Cc4ccccc4)C(=O)[O-])C3)nc(-c3ccccc3O)nc2c1, CO. Yields the product Cc1ccc2c(N3CCC(CN)C3)nc(-c3ccccc3O)nc2c1. RXN SMILES: [CH2:1]([c:5]1[cH:6][cH:7][cH:9][cH:10][cH:11]1)[N:8]([C:2](=[O:3])[O-:4])[CH2:12][CH:13]1[CH2:14][N:15]([c:18]2[n:19][c:20](-[c:29]3[c:30]([OH:35])[cH:31][cH:32][cH:33][cH:34]3)[n:21][c:22]3[cH:23][c:24]([CH3:28])[cH:25][cH:26][c:27]23)[CH2:16][CH2:17]1.[CH3:36][OH:37]>>[NH2:8][CH2:12][CH:13]1[CH2:14][N:15]([c:18]2[n:19][c:20](-[c:29]3[c:30]([OH:35])[cH:31][cH:32][cH:33][cH:34]3)[n:21][c:22]3[cH:23][c:24]([CH3:28])[cH:25][cH:26][c:27]23)[CH2:16][CH2:17]1. Reactants: O=S1OCC(O1)[C@H](CC1=CC=CC=C1)N1C(C2=CC=CC=C2C1=O)=O (2-[(S)-1-[2-oxo-1,3,2-dioxathiolan-4-yl]-2-phenylethyl]-2,3-dihydro-1H-isoindol-1,3-dione), C(C)(C)(C)NC(=O)[C@H]1NC[C@H]2CCCC[C@H]2C1 (N-tert.butyl-decahydro-(4aS,8aS)-isoquinoline-3(S)-carboxamide), C([O-])([O-])=O.[Na+].[Na+] (sodium carbonate). Solvent: CC(=O)CC(C)C (isobutyl methyl ketone). The product is C(C)(C)(C)NC(=O)[C@H]1N(C[C@H]2CCCC[C@H]2C1)C[C@H]([C@H](CC1=CC=CC=C1)N1C(C=2C(C1=O)=CC=CC2)=O)O (N-tert.butyl-decahydro-2-[2(R)-hydroxy-4-phenyl-3(S)-phthalimidobutyl]-(4aS,8aS)-isoquinoline-3(S)-carboxamide). Yield: 65.0%. Reaction SMILES: O=S1[O:6][CH:5]([C@@H:7]([N:15]2[C:23](=[O:24])[C:22]3[C:17](=[CH:18][CH:19]=[CH:20][CH:21]=3)[C:16]2=[O:25])[CH2:8][C:9]2[CH:14]=[CH:13][CH:12]=[CH:11][CH:10]=2)[CH2:4]O1.[C:26]([NH:30][C:31]([C@@H:33]1[CH2:42][C@H:41]2[C@H:36]([CH2:37][CH2:38][CH2:39][CH2:40]2)[CH2:35][NH:34]1)=[O:32])([CH3:29])([CH3:28])[CH3:27].C(=O)([O-])[O-].[Na+].[Na+]>CC(CC(C)C)=O>[C:26]([NH:30][C:31]([C@@H:33]1[CH2:42][C@H:41]2[C@H:36]([CH2:37][CH2:38][CH2:39][CH2:40]2)[CH2:35][N:34]1[CH2:4][C@@H:5]([OH:6])[C@@H:7]([N:15]1[C:16](=[O:25])[C:17]2=[CH:18][CH:19]=[CH:20][CH:21]=[C:22]2[C:23]1=[O:24])[CH2:8][C:9]1[CH:10]=[CH:11][CH:12]=[CH:13][CH:14]=1)=[O:32])([CH3:29])([CH3:27])[CH3:28] |f:2.3.4|. Reported procedure: A suspension of 0.35 g of the above 83:17 mixture of the two 1:1 mixtures of the (2R,4S) and (2S,4S) and respectively (2R,4R) and (2S,4R) isomers of 2-[(S)-1-[2-oxo-1,3,2-dioxathiolan-4-yl]-2-phenylethyl]-2,3-dihydro-1H-isoindol-1,3-dione, 0.24 g of N-tert.butyl-decahydro-(4aS,8aS)-isoquinoline-3(S)-carboxamide and 0.21 g of sodium carbonate in 3.5 ml of isobutyl methyl ketone is heated to reflux for 24 hours, thereafter cooled and filtered. The filtrate is purified on silica gel with hexane/eth... RXN SMILES: [C:28].[CH3:30][CH2:31][OH:32].[H:26][H:27].[NH2:1][C:2](=[N:3][C:4](=[O:5])[c:6]1[cH:7][c:8]2[n:9]([CH:22]([CH3:23])[CH3:24])[c:10]3[cH:11][cH:12][c:13]([N+:19]([O-:20])=[O:21])[cH:14][c:15]3[c:16]2[cH:17][cH:18]1)[NH2:25].[Pd:29]>>[NH2:1][C:2](=[N:3][C:4](=[O:5])[c:6]1[cH:7][c:8]2[n:9]([CH:22]([CH3:23])[CH3:24])[c:10]3[cH:11][cH:12][c:13]([NH2:19])[cH:14][c:15]3[c:16]2[cH:17][cH:18]1)[NH2:25]. The product is CC(C)n1c2ccc(N)cc2c2ccc(C(=O)N=C(N)N)cc21. Reactants: C, CCO, [H][H], CC(C)n1c2ccc([N+](=O)[O-])cc2c2ccc(C(=O)N=C(N)N)cc21, [Pd].